This data is from the Open Reaction Database (ORD), a public repository of structured organic reaction records. The task is: describe an organic reaction: reactants, conditions, products, and yield The reactants are COc1ccc(C=Cc2nc(C)cc(O)n2)cc1, O=P(Cl)(Cl)Cl. Yields the product COc1ccc(C=Cc2nc(C)cc(Cl)n2)cc1. RXN SMILES: [CH3:1][O:2][c:3]1[cH:4][cH:5][c:6]([CH:9]=[CH:10][c:11]2[n:12][c:13]([CH3:18])[cH:14][c:15]([OH:17])[n:16]2)[cH:7][cH:8]1.[P:19]([Cl:20])([Cl:21])([Cl:22])=[O:23]>>[CH3:1][O:2][c:3]1[cH:4][cH:5][c:6]([CH:9]=[CH:10][c:11]2[n:12][c:13]([CH3:18])[cH:14][c:15]([Cl:21])[n:16]2)[cH:7][cH:8]1. The reactants are C(O)(O)=O.NC(=N)N (guanidine carbonate), N1=CC=CC=2C(CCCC12)=O (7,8-dihydro-5(6H)-quinolinone), CN(C)C(N(C)C)N(C)C (tris(dimethylamino)-methane). The yield is 11.2%. The product is N1=C(N=CC=2CCC3=C(C12)C=CC=N3)N (5,6-Dihydropyrido[2,3-h]quinazolin-2-amine). Run in C1(=CC=CC=C1)C (toluene), C1(=CC=CC=C1)C (toluene). Procedure: To a refluxing solution, under nitrogen, of 45.0 g (0.306 mol) of 7,8-dihydro-5(6H)-quinolinone, (Example 1), in 750 ml of toluene is added dropwise a solution of 49.8 g (0.343 mol) of tris(dimethylamino)-methane in 250 ml of toluene. The solution is refluxed for 2 hours, cooled and concentrated. The residue is dissolved in 1 l of methanol and treated with 66.2 g (0.367 mol) of guanidine carbonate. The reaction mixture is refluxed, under nitrogen, for 2 hours. The mixture is concentrated to a gr... As a reaction SMILES: [N:1]1[C:10]2[CH2:9][CH2:8][CH2:7][C:6](=O)[C:5]=2[CH:4]=[CH:3][CH:2]=1.[CH3:12][N:13]([CH:15]([N:19](C)C)[N:16](C)C)C.C(=O)(O)O.NC(N)=N>C1(C)C=CC=CC=1>[N:16]1[C:6]2[C:5]3[CH:4]=[CH:3][CH:2]=[N:1][C:10]=3[CH2:9][CH2:8][C:7]=2[CH:12]=[N:13][C:15]=1[NH2:19] |f:2.3|.